From a dataset of the Open Reaction Database (ORD), a public repository of structured organic reaction records. describe an organic reaction: reactants, conditions, products, and yield RXN SMILES: [CH3:1][N:2]1[CH2:7][CH2:6][CH:5]([N:8]2[C:17]3[C:12](=[CH:13][CH:14]=[CH:15][CH:16]=3)[CH2:11][CH2:10][CH2:9]2)[CH2:4][CH2:3]1.C1C(=O)N([Br:25])C(=O)C1.O>CN(C=O)C>[Br:25][C:14]1[CH:13]=[C:12]2[C:17](=[CH:16][CH:15]=1)[N:8]([CH:5]1[CH2:4][CH2:3][N:2]([CH3:1])[CH2:7][CH2:6]1)[CH2:9][CH2:10][CH2:11]2. Reactants: C1CC(=O)N(C1=O)Br (NBS), CN1CCC(CC1)N1CCCC2=CC=CC=C12 (1-(1-methylpiperidin-4-yl)-1,2,3,4-tetrahydroquinoline), O (H2O). Solvent: CN(C)C=O (DMF), CN(C)C=O (DMF). Reaction conditions: temperature 0 celsius, time 2 hour. The product is BrC=1C=C2CCCN(C2=CC1)C1CCN(CC1)C (6-bromo-1-(1-methylpiperidin-4-yl)-1,2,3,4-tetrahydroquinoline). Reported procedure: A solution of 1-(1-methylpiperidin-4-yl)-1,2,3,4-tetrahydroquinoline (500 mg, 2.17 mmol) in 7 mL of DMF was cooled to 0° C. then treated dropwise with NBS (386 mg, 2.17 mmol) in 7 mL DMF. The reaction was stirred at 0° C. for 2 hours then treated with 30 mL H2O. The suspension was extracted with 100 mL EtOAc. The organic layer was dried over MgSO4, filtered and concentrated to give a dark residue, which was filtered through a short plug of silica gel using 5%, 2M NH3 in MeOH/CH2Cl2 (100 mL). The...